Dataset: the Open Reaction Database (ORD), a public repository of structured organic reaction records. Task: describe an organic reaction: reactants, conditions, products, and yield Reactants: C(CCC)(O)O (butanediol), C=C1CC(=O)O1 (diketene). Yields the product C(CC(C)O)O.C(CC(=O)C)(=O)[O-] (1,3-butanediol acetoacetate). RXN SMILES: [CH:1]([OH:6])([OH:5])[CH2:2][CH2:3][CH3:4].[CH2:7]=[C:8]1[O:12][C:10](=[O:11])[CH2:9]1>>[CH2:10]([OH:11])[CH2:9][CH:8]([OH:12])[CH3:7].[C:1]([O-:6])(=[O:5])[CH2:2][C:3]([CH3:4])=[O:11] |f:2.3|. Procedure: 5 mmol of triethylamine are mixed with 1 mol of 1,3-butanediol. The mixture is kept on ice and stirred while 1 mol of diketene is added dropwise over 1.5 hours. Stirring is continued for 5 to 7 hours at 0° C., then for 15 hours at room temperature. The reaction is monitored occasionally by proton NMR and after 15 hours, it is complete. This procedure yields a mixture of butanediol-acetoacetate and butanediol-diacetoacetate in proportion 77:23 (assayed by gas chromatography). Butanediol-diacetoac... The reactants are CC=1C=C2C(C(=O)OC2=O)=CC1 (4-methylphthalic acid anhydride), NC(CC(=O)O)C1=CC=CC=C1 (3-amino-3-phenylpropionic acid). Solvent: C(C)(=O)O (acetic acid). Yields the product CC=1C=C2C(C(=O)N(C2=O)C(CC(=O)O)C2=CC=CC=C2)=CC1 (3-(4-methylphthalimido)-3-phenylpropionic acid). Isolated yield 54.6%. As a reaction SMILES: [CH3:1][C:2]1[CH:3]=[C:4]2[C:9](=[O:10])[O:8][C:6](=O)[C:5]2=[CH:11][CH:12]=1.[NH2:13][CH:14]([C:19]1[CH:24]=[CH:23][CH:22]=[CH:21][CH:20]=1)[CH2:15][C:16]([OH:18])=[O:17]>C(O)(=O)C>[CH3:1][C:2]1[CH:3]=[C:4]2[C:9](=[O:10])[N:13]([CH:14]([C:19]3[CH:24]=[CH:23][CH:22]=[CH:21][CH:20]=3)[CH2:15][C:16]([OH:18])=[O:17])[C:6](=[O:8])[C:5]2=[CH:11][CH:12]=1. Procedure details: A stirred mixture of 4-methylphthalic acid anhydride (1.62 g, 10.0 mmol) and 3-amino-3-phenylpropionic acid (1.65 g, 10.0 mmol) in 15 mL of acetic acid under nitrogen was heated to reflux for 6 hours. The resulting reaction solution was concentrated in vacuo to an oil which was crystallized from 20 mL of a 1/1 mixture of ethyl acetate/hexane to afford 1.69 g (55%) of 3-(4-methylphthalimido)-3-phenylpropionic acid as an off-white powder: 1H NMR (DMSO-d6)δ 12.5 (br s, 1H, COOH). 7.85-7.55 (m, 3H, ... Reactants: C1CCOC1, CCCCCN(c1cccc(-c2ccc(C(F)(F)F)cc2)c1)S(=O)(=O)c1ccc(OCC(=O)OCC)c(C)c1, CO, [Na+], [OH-]. Yields the product CCCCCN(c1cccc(-c2ccc(C(F)(F)F)cc2)c1)S(=O)(=O)c1ccc(OCC(=O)O)c(C)c1. RXN SMILES: [CH2:44]1[O:45][CH2:46][CH2:47][CH2:48]1.[CH3:1][c:2]1[c:3]([O:4][CH2:5][C:6](=[O:7])[O:8][CH2:9][CH3:10])[cH:11][cH:12][c:13]([S:15](=[O:16])(=[O:17])[N:18]([c:19]2[cH:20][c:21](-[c:25]3[cH:26][cH:27][c:28]([C:31]([F:32])([F:33])[F:34])[cH:29][cH:30]3)[cH:22][cH:23][cH:24]2)[CH2:35][CH2:36][CH2:37][CH2:38][CH3:39])[cH:14]1.[CH3:42][OH:43].[Na+:41].[OH-:40]>>[CH3:1][c:2]1[c:3]([O:4][CH2:5][C:6](=[O:7])[OH:8])[cH:11][cH:12][c:13]([S:15](=[O:16])(=[O:17])[N:18]([c:19]2[cH:20][c:21](-[c:25]3[cH:26][cH:27][c:28]([C:31]([F:32])([F:33])[F:34])[cH:29][cH:30]3)[cH:22][cH:23][cH:24]2)[CH2:35][CH2:36][CH2:37][CH2:38][CH3:39])[cH:14]1. Starting materials: BrCCOc1ccccc1, CC(C)(C)OC(=O)N1CCc2[nH]c3cc(Cl)cc(Cl)c3c2CC1, [H-], [Na+], CN(C)C=O. Product: CC(C)(C)OC(=O)N1CCc2c(n(CCOc3ccccc3)c3cc(Cl)cc(Cl)c23)CC1. RXN SMILES: [Br:26][CH2:27][CH2:28][O:29][c:30]1[cH:31][cH:32][cH:33][cH:34][cH:35]1.[Cl:3][c:4]1[cH:5][c:6]([Cl:25])[c:7]2[c:8]3[c:9]([nH:10][c:11]2[cH:12]1)[CH2:13][CH2:14][N:15]([C:18](=[O:19])[O:20][C:21]([CH3:22])([CH3:23])[CH3:24])[CH2:16][CH2:17]3.[H-:1].[Na+:2].[O:36]=[CH:37][N:38]([CH3:39])[CH3:40]>>[Cl:3][c:4]1[cH:5][c:6]([Cl:25])[c:7]2[c:8]3[c:9]([n:10]([CH2:27][CH2:28][O:29][c:30]4[cH:31][cH:32][cH:33][cH:34][cH:35]4)[c:11]2[cH:12]1)[CH2:13][CH2:14][N:15]([C:18](=[O:19])[O:20][C:21]([CH3:22])([CH3:23])[CH3:24])[CH2:16][CH2:17]3. Starting materials: C[Si](N[Si](C)(C)C)(C)C.[Li] (lithium hexamethyldisilazane), solution, COC1=CC=C(COC=2C=C(C=CC2)C#C)C=C1 (3-(4-methoxybenzyloxy)phenylacetylene), CON(C(C1=CC=CC=C1)=O)C (N-methoxy-N-methylbenzamide). Solvent: O1CCCC1 (tetrahydrofuran), O1CCCC1 (tetrahydrofuran), O1CCCC1 (tetrahydrofuran). Reaction conditions: temperature 0 celsius, time 45 minute. Yields the product C1(=CC=CC=C1)C(C#CC1=CC(=CC=C1)OCC1=CC=C(C=C1)OC)=O (1-Phenyl-3-[3-(4-methoxybenzyloxy)phenyl]-2-propyne-1-one). Reaction SMILES: C[Si](C)(C)N[Si](C)(C)C.[Li].[CH3:11][O:12][C:13]1[CH:28]=[CH:27][C:16]([CH2:17][O:18][C:19]2[CH:20]=[C:21]([C:25]#[CH:26])[CH:22]=[CH:23][CH:24]=2)=[CH:15][CH:14]=1.CON(C)[C:32](=[O:39])[C:33]1[CH:38]=[CH:37][CH:36]=[CH:35][CH:34]=1>O1CCCC1>[C:33]1([C:32](=[O:39])[C:26]#[C:25][C:21]2[CH:22]=[CH:23][CH:24]=[C:19]([O:18][CH2:17][C:16]3[CH:15]=[CH:14][C:13]([O:12][CH3:11])=[CH:28][CH:27]=3)[CH:20]=2)[CH:38]=[CH:37][CH:36]=[CH:35][CH:34]=1 |f:0.1,^1:9|. Procedure details: Place lithium hexamethyldisilazane (2 mL of a 1M solution in tetrahydrofuran, 2 mmol) and tetrahydrofuran (8 mL) under an argon atmosphere and cool to 0° C. Add a solution of 3-(4-methoxybenzyloxy)phenylacetylene (0.48 g, 2 mmol) in tetrahydrofuran and stir the brown solution for 45 minutes at 0° C. Add N-methoxy-N-methylbenzamide (0.4 g, 2.4 mmol), remove the cooling bath and stir at room temperature for 1 hour. Partition the mixture between ethyl ether and water, separate the organic phase and... Reactants: Br, CSC(NC#N)=C(C#N)C#N, c1ccc2c(c1)CCNCC2, CC(=O)O, Cl, CSc1nc(N)nc(Br)c1C#N, [Na+], [Na], C1COCCO1, [OH-]. The product is CSc1nc(N)nc(N2CCc3ccccc3CC2)c1C#N. As a reaction SMILES: [BrH:25].[C:14]([C:15]([C:16]#[N:17])=[C:18]([NH:19][C:20]#[N:21])[S:22][CH3:23])#[N:24].[CH2:27]1[CH2:28][NH:29][CH2:30][CH2:31][c:32]2[c:33]1[cH:34][cH:35][cH:36][cH:37]2.[CH3:40][C:41](=[O:42])[OH:43].[ClH:26].[NH2:1][c:2]1[n:3][c:4]([S:11][CH3:12])[c:5]([C:9]#[N:10])[c:6]([Br:8])[n:7]1.[Na+:39].[Na:13].[O:44]1[CH2:45][CH2:46][O:47][CH2:48][CH2:49]1.[OH-:38]>>[NH2:1][c:2]1[n:3][c:4]([S:11][CH3:12])[c:5]([C:9]#[N:10])[c:6]([N:29]2[CH2:28][CH2:27][c:33]3[c:32]([cH:37][cH:36][cH:35][cH:34]3)[CH2:31][CH2:30]2)[n:7]1. The reactants are NC1=C(CC(C(=O)N)(C2=C(C=C(C=C2)OC)F)OCC)C=CC(=C1)C#N ((RS)-(2-amino-4-cyano-benzyl)-2-ethoxy-2-(2-fluoro-4-methoxy-phenyl)-acetamide), ICC(=O)N (iodoacetamide), C(C)N(C(C)C)C(C)C (N-ethyldiisopropylamine). The solvent is CN(C)C=O (DMF), CCOC(=O)C (EtOAc), O (water). Reaction conditions: temperature 110 celsius, time 50 hour. Product: C(N)(=O)CNC1=C(CC(C(=O)N)(C2=C(C=C(C=C2)OC)F)OCC)C=CC(=C1)C#N ((RS)-[2-(carbamoylmethyl-amino)-4-cyano-benzyl]-2-ethoxy-2-(2-fluoro-4-methoxy-phenyl)-acetamide). Isolated yield 24.4%. Reaction SMILES: [NH2:1][C:2]1[CH:24]=[C:23]([C:25]#[N:26])[CH:22]=[CH:21][C:3]=1[CH2:4][C:5]([O:18][CH2:19][CH3:20])([C:9]1[CH:14]=[CH:13][C:12]([O:15][CH3:16])=[CH:11][C:10]=1[F:17])[C:6]([NH2:8])=[O:7].I[CH2:28][C:29]([NH2:31])=[O:30].C(N(C(C)C)C(C)C)C>CN(C=O)C.CCOC(C)=O.O>[C:29]([CH2:28][NH:1][C:2]1[CH:24]=[C:23]([C:25]#[N:26])[CH:22]=[CH:21][C:3]=1[CH2:4][C:5]([O:18][CH2:19][CH3:20])([C:9]1[CH:14]=[CH:13][C:12]([O:15][CH3:16])=[CH:11][C:10]=1[F:17])[C:6]([NH2:8])=[O:7])(=[O:30])[NH2:31]. Reported procedure: To a stirred solution of (RS)-(2-amino-4-cyano-benzyl)-2-ethoxy-2-(2-fluoro-4-methoxy-phenyl)-acetamide (470 mg) in DMF (8 ml) were added iodoacetamide (376 mg) and N-ethyldiisopropylamine (0.34 ml). After 50 hrs stirring at 110° C. under argon atmosphere. The mixture was diluted with EtOAc and water. The organic phase was separated and washed with water and brine, dried ovef MgSO4, filtered and concentrated. The crude product was purified by flash chromatography (CH2Cl2=>CH2Cl2/MeOH 4:1) to giv...